This data is from the Open Reaction Database (ORD), a public repository of structured organic reaction records. The task is: describe an organic reaction: reactants, conditions, products, and yield The reactants are CS(=O)(=O)OCCOC1=CC(=C(C(=C1)F)CSC=1N(C(=CN1)C(C)(C)C1=CC(=C(C=C1)Cl)OC)C1=CC=C(C=C1)F)F (2-(4-((5-(2-(4-Chloro-3-methoxyphenyl)propan-2-yl)-1-(4-fluorophenyl)-1H-imidazol-2-ylthio)methyl)-3,5-difluorophenoxy)ethyl methanesulfonate), CNC (dimethylamine), C(C)(C)NC(C)C (diisopropylamine), CN(C)C=O (DMF). The solvent is CCOC(=O)C (EtOAc). Conditions: temperature 110 celsius. Product: ClC1=C(C=C(C=C1)C(C)(C)C1=CN=C(N1C1=CC=C(C=C1)F)SCC1=C(C=C(OCCN(C)C)C=C1F)F)OC (2-(4-((5-(2-(4-chloro-3-methoxyphenyl)propan-2-yl)-1-(4-fluorophenyl)-1H-imidazol-2-ylthio)methyl)-3,5-difluorophenoxy)-N,N-dimethylethanamine). Yield: 88.0%. RXN SMILES: CS(O[CH2:6][CH2:7][O:8][C:9]1[CH:14]=[C:13]([F:15])[C:12]([CH2:16][S:17][C:18]2[N:19]([C:35]3[CH:40]=[CH:39][C:38]([F:41])=[CH:37][CH:36]=3)[C:20]([C:23]([C:26]3[CH:31]=[CH:30][C:29]([Cl:32])=[C:28]([O:33][CH3:34])[CH:27]=3)([CH3:25])[CH3:24])=[CH:21][N:22]=2)=[C:11]([F:42])[CH:10]=1)(=O)=O.[CH3:43][NH:44][CH3:45].C(NC(C)C)(C)C.CN(C=O)C>CCOC(C)=O>[Cl:32][C:29]1[CH:30]=[CH:31][C:26]([C:23]([C:20]2[N:19]([C:35]3[CH:36]=[CH:37][C:38]([F:41])=[CH:39][CH:40]=3)[C:18]([S:17][CH2:16][C:12]3[C:13]([F:15])=[CH:14][C:9]([O:8][CH2:7][CH2:6][N:44]([CH3:45])[CH3:43])=[CH:10][C:11]=3[F:42])=[N:22][CH:21]=2)([CH3:25])[CH3:24])=[CH:27][C:28]=1[O:33][CH3:34]. Procedure: A mixture of 2-(4-((5-(2-(4-Chloro-3-methoxyphenyl)propan-2-yl)-1-(4-fluorophenyl)-1H-imidazol-2-ylthio)methyl)-3,5-difluorophenoxy)ethyl methanesulfonate (230 mg, 0.36 mmol, 1.0 eq), dimethylamine (7.2 mL, 14.4 mmol, 40.0 eq, 2.0 M in THF) and diisopropylamine (0.2 mL, 1.1 mmol, 3.0 eq) in anhyd DMF (3.5 mL) was heated at 110° C. for 16 h. The mixture was diluted with EtOAc, washed sequentially with brine, satd NaHCO3 and brine, dried over MgSO4 and concentrated to provide 2-(4-((5-(2-(4-chloro... Starting materials: COc1cc(Cl)c(C)cc1N, FC(F)(F)c1cc(Cl)nc(-c2cccnc2)n1. Yields the product COc1cc(Cl)c(C)cc1Nc1cc(C(F)(F)F)nc(-c2cccnc2)n1. RXN SMILES: [Cl:18][c:19]1[cH:20][c:21]([O:27][CH3:28])[c:22]([NH2:23])[cH:24][c:25]1[CH3:26].[Cl:1][c:2]1[n:3][c:4](-[c:12]2[cH:13][n:14][cH:15][cH:16][cH:17]2)[n:5][c:6]([C:8]([F:9])([F:10])[F:11])[cH:7]1>>[c:2]1([NH:23][c:22]2[c:21]([O:27][CH3:28])[cH:20][c:19]([Cl:18])[c:25]([CH3:26])[cH:24]2)[n:3][c:4](-[c:12]2[cH:13][n:14][cH:15][cH:16][cH:17]2)[n:5][c:6]([C:8]([F:9])([F:10])[F:11])[cH:7]1. The reactants are NC1=C(SC=C1C1=CC=CC=C1)C(=O)OC (Methyl 3-amino-4-phenylthiophene-2-carboxylate), C(C)(=O)O (acetic acid), C(OCC)(OCC)OCC (triethyl orthoformate), NC1=CC=CC=C1 (aniline). Solvent: CCOC(=O)C (EtOAc), C(C)OCC (diethyl ether). Conditions: temperature 160 celsius, time 18 hour. Product: C1(=CC=CC=C1)N1C=NC2=C(C1=O)SC=C2C2=CC=CC=C2 (3,7-Diphenylthieno[3,2-d]pyrimidin-4(3H)-one). Isolated yield 33.0%. As a reaction SMILES: [NH2:1][C:2]1[C:6]([C:7]2[CH:12]=[CH:11][CH:10]=[CH:9][CH:8]=2)=[CH:5][S:4][C:3]=1[C:13]([O:15]C)=O.[CH:17](OCC)(OCC)OCC.[NH2:27][C:28]1[CH:33]=[CH:32][CH:31]=[CH:30][CH:29]=1.C(O)(=O)C>CCOC(C)=O.C(OCC)C>[C:28]1([N:27]2[C:13](=[O:15])[C:3]3[S:4][CH:5]=[C:6]([C:7]4[CH:8]=[CH:9][CH:10]=[CH:11][CH:12]=4)[C:2]=3[N:1]=[CH:17]2)[CH:33]=[CH:32][CH:31]=[CH:30][CH:29]=1. Reported procedure: Methyl 3-amino-4-phenylthiophene-2-carboxylate (100 mg, 0.43 mmol), triethyl orthoformate (1 ml), aniline (76 mg, 0.81 mmol), and acetic acid (0.1 ml) were placed in a pressure bottle. The mixture was heated with stirring at 160° C. for 18 hr. After the completion of the reaction was confirmed by TLC, the reaction mixture was cooled to room temperature and solidified with diethyl ether and EtOAc to give 42 mg (0.14 mmol, 33% yield) of the title compound as a final product. Yields the product C1(=C(C=CC=C1)CC(=O)N1C[C@H](CC1)NC1=NC2=CC=CC=C2C(=N1)N1CCC(CC1)C(=O)N)C1=CC=CC=C1 (1-(2-((S)-1-(2-biphenyl-2-ylethanoyl)pyrrolidin-3-ylamino)quinazolin-4-yl)piperidine-4-carboxylic acid amide). RXN SMILES: NN1[CH2:6][CH2:5][CH2:4][CH2:3]1.[C:7]1(C2C=CC=CC=2)[CH:12]=[CH:11][CH:10]=[CH:9][C:8]=1[CH2:13][C:14]([N:16]1[CH2:20][CH2:19][C@H:18]([NH:21][C:22]2[N:31]=[C:30]([N:32]3[CH2:37][CH2:36][CH:35]([C:38]([OH:40])=O)[CH2:34][CH2:33]3)C3C(=CC=CC=3)N=2)[CH2:17]1)=[O:15].[CH3:47][CH2:48]N=C=NCCCN(C)C.Cl.[CH:59]1[CH:60]=[CH:61][C:62]2N(O)N=[N:65][C:63]=2[CH:64]=1.[NH3:69]>C(OCC)(=O)C.O.CN(C=O)C>[C:7]1([C:3]2[CH:48]=[CH:47][CH:6]=[CH:5][CH:4]=2)[CH:12]=[CH:11][CH:10]=[CH:9][C:8]=1[CH2:13][C:14]([N:16]1[CH2:20][CH2:19][C@H:18]([NH:21][C:22]2[N:31]=[C:30]([N:32]3[CH2:37][CH2:36][CH:35]([C:38]([NH2:69])=[O:40])[CH2:34][CH2:33]3)[C:62]3[C:63](=[CH:64][CH:59]=[CH:60][CH:61]=3)[N:65]=2)[CH2:17]1)=[O:15] |f:2.3|. The solvent is O (H2O), CN(C)C=O (DMF), C(C)(=O)OCC (ethyl acetate). Reaction conditions: time 17 hour. Procedure details: Ethyl 1-(2-((S)-1-(2-biphenyl-1-ylethanoyl)pyrrolidin-3-ylamino)quinazolin-4-yl)piperidine-4-carboxylate (0.59 g) synthesized in the same manner as the method described in Example 1 was dissolved in methanol (4.5 mL), followed by addition of 2.2 M aqueous sodium hydroxide (1.3 mL), and the mixture was stirred at room temperature for 1 day. 1 M hydrochloric acid was added until the reaction solution became pH 7, the mixture was stirred at room temperature for 2 days, and then the precipitated sol... Reactants: N (NH3), NN1CCCC1 (aminopyrrolidine), C1(=C(C=CC=C1)CC(=O)N1C[C@H](CC1)NC1=NC2=CC=CC=C2C(=N1)N1CCC(CC1)C(=O)O)C1=CC=CC=C1 (1-(2-((S)-1-(2-biphenyl-2-ylethanoyl)pyrrolidin-3-ylamino)quinazolin-4-yl)piperidine-4-carboxylic acid), CCN=C=NCCCN(C)C.Cl (EDC.HCl), C=1C=CC2=C(C1)N=NN2O (HOBt). Starting materials: CCc1cc(Br)c(C)nc1OC, O=C([O-])[O-], I[Cu]I, [K+], [K+], O, c1cn[nH]c1. Product: CCc1cc(-n2cccn2)c(C)nc1OC. RXN SMILES: [Br:1][c:2]1[c:3]([CH3:12])[n:4][c:5]([O:10][CH3:11])[c:6]([CH2:8][CH3:9])[cH:7]1.[C:13](=[O:14])([O-:15])[O-:16].[Cu:25]([I:26])[I:27].[K+:17].[K+:18].[OH2:24].[nH:19]1[n:20][cH:21][cH:22][cH:23]1>>[c:2]1(-[n:19]2[n:20][cH:21][cH:22][cH:23]2)[c:3]([CH3:12])[n:4][c:5]([O:10][CH3:11])[c:6]([CH2:8][CH3:9])[cH:7]1. Solvent: O1CCCC1 (tetrahydrofurane), O1CCCC1 (tetrahydrofurane), C(C)#N (acetonitrile), COC(C)(C)C (tert-butyl methyl ether). As a reaction SMILES: Cl[CH2:2][C:3]([C:7]1[CH:12]=[CH:11][CH:10]=[C:9]([F:13])[C:8]=1[F:14])([OH:6])[CH2:4]Cl.C(=O)(O)[O-].[Na+].[CH2:20]([NH2:22])[CH3:21].O>C(#N)C.O1CCCC1.COC(C)(C)C>[F:14][C:8]1[C:9]([F:13])=[CH:10][CH:11]=[CH:12][C:7]=1[C:3]1([OH:6])[CH2:4][N:22]([CH2:20][CH3:21])[CH2:2]1 |f:1.2|. Yield: 48.0%. Procedure: 1,3-dichloro-2-(2,3-difluorophenyl)propan-2-ol (6.0 g, 24.89 mmol) was dissolved in acetonitrile (90 ml) and transferred to 6 different microwave vials where each vial contained equal amounts (1.0 g, 2.49 mmol). In each tube sodium bicarbonate (1.04 g, 12.44 mmol (in total 6.27 g, 74.67 mmol)) was added and the tubes were sealed. Through the septum ethylamine in tetrahydrofurane (2.0 M, 2.07 ml, 4.15 mmol (in total 12.44 ml, 24.89 mmol) was added and the mixture was heated at 120° C. for 30 min ... Yields the product FC1=C(C=CC=C1F)C1(CN(C1)CC)O (3-(2,3-difluorophenyl)-1-ethylazetidin-3-ol). Reaction conditions: temperature 120 celsius. Reactants: C(C)N (ethylamine), C(C)N (ethylamine), ClCC(CCl)(O)C1=C(C(=CC=C1)F)F (1,3-dichloro-2-(2,3-difluorophenyl)propan-2-ol), C([O-])(O)=O.[Na+] (sodium bicarbonate), O (water). The reactants are Brc1cnc(NC2CCCCC2)c2nccn12, CC1(C)OB(c2ccc3c(c2)CNC3=O)OC1(C)C, CCOCC, Cc1ccccc1, [Na+], [Na+], O=C([O-])[O-], C1COCCO1, [Pd], [Pd], [Pd], [Pd], c1ccc(P(c2ccccc2)c2ccccc2)cc1. Product: O=C1NCc2cc(-c3cnc(NC4CCCCC4)c4nccn34)ccc21. RXN SMILES: [Br:1][c:2]1[cH:3][n:4][c:5]([NH:11][CH:12]2[CH2:13][CH2:14][CH2:15][CH2:16][CH2:17]2)[c:6]2[n:7]1[cH:8][cH:9][n:10]2.[CH3:18][C:19]1([CH3:20])[C:21]([CH3:22])([CH3:23])[O:24][B:25]([c:26]2[cH:27][c:28]3[c:32]([cH:33][cH:34]2)[C:31](=[O:35])[NH:30][CH2:29]3)[O:36]1.[CH3:72][CH2:73][O:74][CH2:75][CH3:76].[CH3:77][c:78]1[cH:79][cH:80][cH:81][cH:82][cH:83]1.[Na+:37].[Na+:38].[O-:39][C:40](=[O:41])[O-:42].[O:43]1[CH2:44][CH2:45][O:46][CH2:47][CH2:48]1.[Pd:68].[Pd:69].[Pd:70].[Pd:71].[c:49]1([P:50]([c:51]2[cH:52][cH:53][cH:54][cH:55][cH:56]2)[c:57]2[cH:58][cH:59][cH:60][cH:61][cH:62]2)[cH:63][cH:64][cH:65][cH:66][cH:67]1>>[c:2]1(-[c:26]2[cH:27][c:28]3[c:32]([cH:33][cH:34]2)[C:31](=[O:35])[NH:30][CH2:29]3)[cH:3][n:4][c:5]([NH:11][CH:12]2[CH2:13][CH2:14][CH2:15][CH2:16][CH2:17]2)[c:6]2[n:7]1[cH:8][cH:9][n:10]2. Reactants: C1(=CC=CC=C1)P(=O)(C1=CC=CC=C1)OC=1[C@@H]([C@@H]2N(C1C(=O)OCC1=CC=C(C=C1)[N+](=O)[O-])C([C@@H]2[C@@H](C)O)=O)C (p-nitrobenzyl (1R,5S,6S)-2-(diphenylphosphoryloxy)-6-[(R)-1-hydroxyethyl]-1-methylcarbapen-2-em-3-carboxylate), C(C)(C)N(CC)C(C)C (diisopropylethylamine), C(C)(=O)SC1CN(C1)C=1SC=C(N1)C(NC1CN(C1)C(=O)OCC1=CC=C(C=C1)[N+](=O)[O-])=O (3-acetylthio-1-{4-[1-(p-nitrobenzyloxycarbonyl)-azetidin-3-ylcarbamoyl]-1,3-thiazol-2-yl}azetidine), C(C)(=O)O.NN (hydrazine acetate), C(O)([O-])=O.[Na+] (sodium hydrogencarbonate). Solvent: C(C)#N (acetonitrile), CN(C=O)C (dimethylformamide), C(C)(=O)OCC (ethyl acetate). Reaction conditions: time 1 hour. Yields the product [N+](=O)([O-])C1=CC=C(COC(=O)N2CC(C2)NC(=O)C=2N=C(SC2)N2CC(C2)SC=2[C@@H]([C@H]3N(C2C(=O)OCC2=CC=C(C=C2)[N+](=O)[O-])C([C@@H]3[C@@H](C)O)=O)C)C=C1 (p-nitrobenzyl (1R,5S,6S)-2-(1-{4-[1-(p-nitrobenzyloxycarbonyl)-azetidin-3-ylcarbamoyl]-1,3-thiazol-2-yl}azetidin-3-yl)thio-6-[(R)-1-hydroxyethyl]-1-methylcarbapen-2-em-3-carboxylate). Yield: 76.8%. Reaction SMILES: C([S:4][CH:5]1[CH2:8][N:7]([C:9]2[S:10][CH:11]=[C:12]([C:14](=[O:33])[NH:15][CH:16]3[CH2:19][N:18]([C:20]([O:22][CH2:23][C:24]4[CH:29]=[CH:28][C:27]([N+:30]([O-:32])=[O:31])=[CH:26][CH:25]=4)=[O:21])[CH2:17]3)[N:13]=2)[CH2:6]1)(=O)C.C(O)(=O)C.NN.C1(P(O[C:55]2[C@H:56]([CH3:79])[C@H:57]3[C@@H:74]([C@H:75]([OH:77])[CH3:76])[C:73](=[O:78])[N:58]3[C:59]=2[C:60]([O:62][CH2:63][C:64]2[CH:69]=[CH:68][C:67]([N+:70]([O-:72])=[O:71])=[CH:66][CH:65]=2)=[O:61])(C2C=CC=CC=2)=O)C=CC=CC=1.C(N(C(C)C)CC)(C)C.C(=O)([O-])O.[Na+]>CN(C)C=O.C(#N)C.C(OCC)(=O)C>[N+:30]([C:27]1[CH:28]=[CH:29][C:24]([CH2:23][O:22][C:20]([N:18]2[CH2:19][CH:16]([NH:15][C:14]([C:12]3[N:13]=[C:9]([N:7]4[CH2:8][CH:5]([S:4][C:55]5[C@H:56]([CH3:79])[C@@H:57]6[C@@H:74]([C@H:75]([OH:77])[CH3:76])[C:73](=[O:78])[N:58]6[C:59]=5[C:60]([O:62][CH2:63][C:64]5[CH:65]=[CH:66][C:67]([N+:70]([O-:72])=[O:71])=[CH:68][CH:69]=5)=[O:61])[CH2:6]4)[S:10][CH:11]=3)=[O:33])[CH2:17]2)=[O:21])=[CH:25][CH:26]=1)([O-:32])=[O:31] |f:1.2,5.6|. Procedure details: To a solution of 3-acetylthio-1-{4-[1-(p-nitrobenzyloxycarbonyl)-azetidin-3-ylcarbamoyl]-1,3-thiazol-2-yl}azetidine (400 mg, 0.814 mmol) (obtained as described in Reference Example 54) in dimethylformamide (20 ml) was added hydrazine acetate (90 mg, 0.977 mmol) at room temperature under an atmosphere of nitrogen and the mixture was stirred for 1 hour. After checking the completion of the reaction, a solution of p-nitrobenzyl (1R,5S,6S)-2-(diphenylphosphoryloxy)-6-[(R)-1-hydroxyethyl]-1-methylcar... The reactants are COC1=CC=C(CNC2=C(C#N)C(=CC=C2)C(F)(F)F)C=C1 (2-(4-Methoxybenzylamino)-6-(trifluoromethyl)benzonitrile), FC(C(=O)O)(F)F (trifluoroacetic acid). Run at time 20 minute. Yields the product NC1=C(C#N)C(=CC=C1)C(F)(F)F (2-amino-6-(trifluoromethyl)benzonitrile). Yield: 99.9%. As a reaction SMILES: COC1C=CC(C[NH:8][C:9]2[CH:16]=[CH:15][CH:14]=[C:13]([C:17]([F:20])([F:19])[F:18])[C:10]=2[C:11]#[N:12])=CC=1.FC(F)(F)C(O)=O>>[NH2:8][C:9]1[CH:16]=[CH:15][CH:14]=[C:13]([C:17]([F:18])([F:19])[F:20])[C:10]=1[C:11]#[N:12]. Procedure details: 2-(4-Methoxybenzylamino)-6-(trifluoromethyl)benzonitrile (Example 144c) (3.49 g, 11.4 mmol) was treated with trifluoroacetic acid (TFA) (35 mL) at 0° C., and then stirred at room temperature for 20 min. The TFA was removed under vacuum, and the residue was dissolved in CH2Cl2 (150 mL) and washed with 1M NaOH. The organic layer was dried with MgSO4, filtered and removed under vacuum. The crude product was purified by chromatography on silica gel eluting with CH2Cl2 to give 2.12 g (99%) 2-amino-6-...